This data is from the Open Reaction Database (ORD), a public repository of structured organic reaction records. The task is: describe an organic reaction: reactants, conditions, products, and yield Starting materials: ClCCCl, NOCc1ccccc1, CN1CCOCC1, CCOC(C)=O, ClCCl, Cl, O=C(NCCC(C(=O)O)C1(CCCO)CCN(CCc2ccccc2)C1=O)c1ccc(F)c(F)c1, CN(C)C=O, O, On1nnc2ccccc21. Product: O=C(NCCC(C(=O)NOCc1ccccc1)C1(CCCO)CCN(CCc2ccccc2)C1=O)c1ccc(F)c(F)c1. As a reaction SMILES: [CH2:46]([Cl:47])[CH2:48][Cl:49].[CH2:57]([c:58]1[cH:59][cH:60][cH:61][cH:62][cH:63]1)[O:64][NH2:65].[CH3:50][N:51]1[CH2:52][CH2:53][O:54][CH2:55][CH2:56]1.[CH3:68][CH2:69][O:70][C:71]([CH3:72])=[O:73].[Cl:74][CH2:75][Cl:76].[ClH:66].[F:1][c:2]1[cH:3][c:4]([C:5](=[O:6])[NH:7][CH2:8][CH2:9][CH:10]([C:11](=[O:12])[OH:13])[C:14]2([CH2:28][CH2:29][CH2:30][OH:31])[C:15](=[O:27])[N:16]([CH2:19][CH2:20][c:21]3[cH:22][cH:23][cH:24][cH:25][cH:26]3)[CH2:17][CH2:18]2)[cH:32][cH:33][c:34]1[F:35].[O:77]=[CH:78][N:79]([CH3:80])[CH3:81].[OH2:67].[OH:36][n:37]1[c:38]2[c:39]([cH:40][cH:41][cH:42][cH:43]2)[n:44][n:45]1>>[F:1][c:2]1[cH:3][c:4]([C:5](=[O:6])[NH:7][CH2:8][CH2:9][CH:10]([C:11](=[O:13])[NH:65][O:64][CH2:57][c:58]2[cH:59][cH:60][cH:61][cH:62][cH:63]2)[C:14]2([CH2:28][CH2:29][CH2:30][OH:31])[C:15](=[O:27])[N:16]([CH2:19][CH2:20][c:21]3[cH:22][cH:23][cH:24][cH:25][cH:26]3)[CH2:17][CH2:18]2)[cH:32][cH:33][c:34]1[F:35]. The product is 3'-nitrobenzylideneacetoacetic acid methyl ester, ClC=1C=C(COC(\C=C(\C)/N)=O)C=CC1 (β-aminocrotonic acid 3-chlorobenzyl ester). Reactants: ClC=1C=C(COC(=O)C=2C(C(=C(NC2C)C)C(=O)OC)C2=CC(=CC=C2)[N+](=O)[O-])C=CC1 (2,6 dimethyl-3-methoxycarbonyl-4-(3'-nitrophenyl)-1,4-dihydropyridine-5-carboxylic acid 3-chlorobenzyl ester), C(C)O (ethanol). The solvent is N1=CC=CC=C1 (pyridine). As a reaction SMILES: [Cl:1][C:2]1[CH:3]=[C:4]([CH:30]=[CH:31][CH:32]=1)[CH2:5][O:6][C:7]([C:9]1C(C2C=CC=C([N+]([O-])=O)C=2)C(C(OC)=O)=C(C)[NH:13][C:14]=1[CH3:15])=[O:8].C(O)C>N1C=CC=CC=1>[Cl:1][C:2]1[CH:3]=[C:4]([CH:30]=[CH:31][CH:32]=1)[CH2:5][O:6][C:7](=[O:8])/[CH:9]=[C:14](\[NH2:13])/[CH3:15]. Isolated yield 70.0%. Procedure details: Analogously to Example 1 heating a solution of 75 mmols of 3'-nitrobenzylideneacetoacetic acid methyl ester and 75 mmols of β-aminocrotonic acid 3-chlorobenzyl ester in 120 ml of pyridine gave 2,6 dimethyl-3-methoxycarbonyl-4-(3'-nitrophenyl)-1,4-dihydropyridine-5-carboxylic acid 3-chlorobenzyl ester of melting point 142° C (from ethanol).